Dataset: the Open Reaction Database (ORD), a public repository of structured organic reaction records. Task: describe an organic reaction: reactants, conditions, products, and yield Starting materials: ClC1=C(C(=O)OC)C=CC(=C1)NS(=O)(=O)C (methyl 2-chloro-4-(methylsulfonamido)benzoate), ClC1=C(C=C(N)C=C1)C1=NC=CC=C1 (4-chloro-3-(pyridin-2-yl)aniline), ClC1=C(C(=O)O)C=CC(=C1)NS(=O)(=O)C (2-chloro-4-(methylsulfonamido)benzoic acid). Product: ClC1=C(C(=O)NC2=CC(=C(C=C2)Cl)C2=NC=CC=C2)C=CC(=C1)NS(=O)(=O)C (2-chloro-N-(4-chloro-3-(pyridin-2-yl)phenyl)-4-(methylsulfonamido)benzamide). Reaction SMILES: [Cl:1][C:2]1[CH:11]=[C:10]([NH:12][S:13]([CH3:16])(=[O:15])=[O:14])[CH:9]=[CH:8][C:3]=1[C:4]([O:6]C)=O.[Cl:17][C:18]1[CH:24]=[CH:23][C:21]([NH2:22])=[CH:20][C:19]=1[C:25]1[CH:30]=[CH:29][CH:28]=[CH:27][N:26]=1.ClC1C=C(NS(C)(=O)=O)C=CC=1C(O)=O>>[Cl:1][C:2]1[CH:11]=[C:10]([NH:12][S:13]([CH3:16])(=[O:15])=[O:14])[CH:9]=[CH:8][C:3]=1[C:4]([NH:22][C:21]1[CH:23]=[CH:24][C:18]([Cl:17])=[C:19]([C:25]2[CH:30]=[CH:29][CH:28]=[CH:27][N:26]=2)[CH:20]=1)=[O:6]. Reported procedure: 4.2 g of methyl 2-chloro-4-(methylsulfonamido)benzoate was hydrolyzed via Procedure M. 1 g of 4-chloro-3-(pyridin-2-yl)aniline was coupled to 1.35 g of 2-chloro-4-(methylsulfonamido)benzoic acid via Procedure G. The crude product was purified by reverse phase HPLC to yield 2-chloro-N-(4-chloro-3-(pyridin-2-yl)phenyl)-4-(methylsulfonamido)benzamide. MS (Q1) 436.1 (M)+. Yields the product C(CCCCCC)NC(CC1=C(C=CC=C1)OC)=O (N-heptyl-2-(2-methoxyphenyl)acetamide). RXN SMILES: [CH2:1]([NH2:8])[CH2:2][CH2:3][CH2:4][CH2:5][CH2:6][CH3:7].[CH3:9][O:10][C:11]1[CH:16]=[CH:15][CH:14]=[CH:13][C:12]=1[CH2:17][C:18](O)=[O:19].F[B-](F)(F)F.N1(OC(N(C)C)=[N+](C)C)C2C=CC=CC=2N=N1.C(N(C(C)C)C(C)C)C>CN(C=O)C.CCOC(C)=O>[CH2:1]([NH:8][C:18](=[O:19])[CH2:17][C:12]1[CH:13]=[CH:14][CH:15]=[CH:16][C:11]=1[O:10][CH3:9])[CH2:2][CH2:3][CH2:4][CH2:5][CH2:6][CH3:7] |f:2.3|. Reported procedure: Heptan-1-amine (1 g, 8.679 mmol was dissolved in DMF (10 ml), (2-methoxyphenyl)acetic acid (1.587 g, 9.547 mmol) was added and the mixture was cooled to 0° C. N-[(1H-1,2,3-benzotriazol-1-yloxy)(dimethylamino)methylene]-N-methylmethanaminium tetrafluoroborate (3.065, 9.547 mmol) and N-ethyl-N,N-diisopropylamine (2.356 g, 18.226 mmol) were added. The solution was stirred overnight at room temperature. EtOAc (20 ml) was added and the organic phase was washed with two portions of NaHCO3 (2×20 ml, aq... Yield: 87.5%. Run at temperature 0 celsius, time 8 hour. The solvent is CN(C)C=O (DMF), CCOC(=O)C (EtOAc). Starting materials: COC1=C(C=CC=C1)CC(=O)O ((2-methoxyphenyl)acetic acid), C(CCCCCC)N (Heptan-1-amine), F[B-](F)(F)F.N1(N=NC2=C1C=CC=C2)OC(=[N+](C)C)N(C)C (N-[(1H-1,2,3-benzotriazol-1-yloxy)(dimethylamino)methylene]-N-methylmethanaminium tetrafluoroborate), C(C)N(C(C)C)C(C)C (N-ethyl-N,N-diisopropylamine).